From a dataset of the Open Reaction Database (ORD), a public repository of structured organic reaction records. describe an organic reaction: reactants, conditions, products, and yield Starting materials: [N+](=O)([O-])C1=CC=C(N)C=C1 (p-nitroaniline), C(C1=CC=CC=C1)OC(C[C@H](NC(=O)OC(C)(C)C)C(=O)O)=O (N-(t-butyloxycarbonyl)-L-aspartic acid 4-benzyl ester), C1CCC(CC1)N=C=NC2CCCCC2 (DCC). The solvent is ClCCl (dichloromethane), ClCCl (dichloromethane). Conditions: time 24 hour. The product is N[C@@H](CC(=O)OCC1=CC=CC=C1)C(NC1=CC=C(C=C1)[N+](=O)[O-])=O (Benzyl (S)-3-amino-4-oxo-4-(4-nitrophenylamino)-butanoate), [N+](=O)([O-])C1=CC=C(N)C=C1 (p-nitroaniline). Yield: 23.0%. Reaction SMILES: [N+:1]([C:4]1[CH:10]=[CH:9][C:7]([NH2:8])=[CH:6][CH:5]=1)([O-:3])=[O:2].[CH2:11]([O:18][C:19](=[O:33])[CH2:20][C@@H:21]([C:30](O)=[O:31])[NH:22]C(OC(C)(C)C)=O)[C:12]1[CH:17]=[CH:16][CH:15]=[CH:14][CH:13]=1.C1CCC(N=C=NC2CCCCC2)CC1>ClCCl>[NH2:22][C@H:21]([C:30](=[O:31])[NH:8][C:7]1[CH:9]=[CH:10][C:4]([N+:1]([O-:3])=[O:2])=[CH:5][CH:6]=1)[CH2:20][C:19]([O:18][CH2:11][C:12]1[CH:17]=[CH:16][CH:15]=[CH:14][CH:13]=1)=[O:33].[N+:1]([C:4]1[CH:10]=[CH:9][C:7]([NH2:8])=[CH:6][CH:5]=1)([O-:3])=[O:2]. Reported procedure: To a solution of 0.214 g (1.55 mmol) of p-nitroaniline and 0.50 g (1.55 mmol) of N-(t-butyloxycarbonyl)-L-aspartic acid 4-benzyl ester (111) in 10 mL of dichloromethane at 25° C. under argon, was added a solution of 0.383 g (1.86 mmol) of DCC in 20 mL of dichloromethane via cannula. The reaction mixture was stirred for 24 h, filtered, concentrated, and column chromatographed on silica gel using a mixture of hexane, methanol, and dichloromethane (40:4:1) as eluant to give 0.45 g of the amide (85%... Reactants: C(CCC)[Li] (n-Butyllithium), Wittig reagent, O1C(OCCC1)C1=CC(=C(C=C1)C=1SC2=C(N1)C=CC(=C2)C(=O)C2=NC=CC=C2)F ((2-(4-(1,3-dioxan-2-yl)-2-fluorophenyl)-benzo[d]thiazol-6-yl)(pyridine-2-yl)methanone). Reagents/catalysts: [Br-].C[P+](C1=CC=CC=C1)(C1=CC=CC=C1)C1=CC=CC=C1 (methyltriphenylphosphonium bromide). Solvent: C1CCOC1 (THF), C1CCOC1 (THF). Reaction conditions: temperature 0 celsius, time 16 hour. Product: O1C(OCCC1)C1=CC(=C(C=C1)C=1SC2=C(N1)C=CC(=C2)C(=C)C2=NC=CC=C2)F (2-(4-(1,3-dioxan-2-yl)-2-fluorophenyl)-6-(1-(pyridin-2-yl)vinyl)benzo[d]thiazole). RXN SMILES: [CH2:1]([Li])CCC.[O:6]1[CH2:11][CH2:10][CH2:9][O:8][CH:7]1[C:12]1[CH:17]=[CH:16][C:15]([C:18]2[S:19][C:20]3[CH:26]=[C:25]([C:27]([C:29]4[CH:34]=[CH:33][CH:32]=[CH:31][N:30]=4)=O)[CH:24]=[CH:23][C:21]=3[N:22]=2)=[C:14]([F:35])[CH:13]=1>[Br-].C[P+](C1C=CC=CC=1)(C1C=CC=CC=1)C1C=CC=CC=1.C1COCC1>[O:8]1[CH2:9][CH2:10][CH2:11][O:6][CH:7]1[C:12]1[CH:17]=[CH:16][C:15]([C:18]2[S:19][C:20]3[CH:26]=[C:25]([C:27]([C:29]4[CH:34]=[CH:33][CH:32]=[CH:31][N:30]=4)=[CH2:1])[CH:24]=[CH:23][C:21]=3[N:22]=2)=[C:14]([F:35])[CH:13]=1 |f:2.3|. Procedure details: n-Butyllithium (2.5 M in hexanes, 1.80 mL, 4.50 mmol) was added to a suspension of methyltriphenylphosphonium bromide (1.78 g, 5.00 mmol) in THF (10 mL) at −78° C. and the mixture was warmed to 0° C. over 30 min. The suspension (1 mL, about 3 equiv Wittig reagent) was added to a suspension of (2-(4-(1,3-dioxan-2-yl)-2-fluorophenyl)-benzo[d]thiazol-6-yl)(pyridine-2-yl)methanone (0.09 g, 0.21 mmol) in THF (1 mL) and the mixture was stirred for 16 h at RT. The solvent was remove under vacuum and th...